The task is: describe an organic reaction: reactants, conditions, products, and yield. This data is from the Open Reaction Database (ORD), a public repository of structured organic reaction records. Starting materials: Cc1ccccc1, CC(C)(C)OC(=O)N1CCC(Oc2cccc(Cn3ncc4cc(-c5ccc(Cl)cc5)sc4c3=O)n2)CC1, ClCCl, ClCCl, O=C(O)C(F)(F)F. Yields the product O=c1c2sc(-c3ccc(Cl)cc3)cc2cnn1Cc1cccc(OC2CCNCC2)n1. Reaction SMILES: [CH3:39][c:40]1[cH:41][cH:42][cH:43][cH:44][cH:45]1.[Cl:1][c:2]1[cH:3][cH:4][c:5](-[c:8]2[cH:9][c:10]3[c:11]([c:12](=[O:37])[n:13]([CH2:16][c:17]4[cH:18][cH:19][cH:20][c:21]([O:23][CH:24]5[CH2:25][CH2:26][N:27]([C:30]([O:31][C:32]([CH3:33])([CH3:34])[CH3:35])=[O:36])[CH2:28][CH2:29]5)[n:22]4)[n:14][cH:15]3)[s:38]2)[cH:6][cH:7]1.[Cl:46][CH2:47][Cl:48].[Cl:56][CH2:57][Cl:58].[F:49][C:50]([F:51])([F:52])[C:53]([OH:54])=[O:55]>>[Cl:1][c:2]1[cH:3][cH:4][c:5](-[c:8]2[cH:9][c:10]3[c:11]([c:12](=[O:37])[n:13]([CH2:16][c:17]4[cH:18][cH:19][cH:20][c:21]([O:23][CH:24]5[CH2:25][CH2:26][NH:27][CH2:28][CH2:29]5)[n:22]4)[n:14][cH:15]3)[s:38]2)[cH:6][cH:7]1. Reactants: Br[Si](C)(C)C (bromotrimethylsilane), FC(C(=O)O)(F)F (trifluoroacetic acid), C(C)OP(=O)(CC(CC(C)C)C(N[C@@H](CC(C)C)C(NC)=O)=O)CN1C(NCC1=O)=O ([(2,5-dioxo-1-imidazolidinyl)methyl][(RS)-4-methyl-2-[[(S)-3-methyl-1-(methylcarbamoyl)butyl]carbamoyl]pentyl]phosphinic acid ethyl ester). Solvent: ClCCl (dichloromethane). Yields the product O=C1N(C(CN1)=O)CP(O)(=O)CC(CC(C)C)C(N[C@@H](CC(C)C)C(NC)=O)=O ([(2,5-dioxo-1-imidazolidinyl)methyl][(RS)-4-methyl-2-[[(S)-3-methyl-1-(methylcarbamoyl)butyl]carbamoyl]pentyl]phosphinic acid). Yield: 97.8%. Reaction SMILES: C([O:3][P:4]([CH2:24][N:25]1[C:29](=[O:30])[CH2:28][NH:27][C:26]1=[O:31])([CH2:6][CH:7]([C:12](=[O:23])[NH:13][C@H:14]([C:19](=[O:22])[NH:20][CH3:21])[CH2:15][CH:16]([CH3:18])[CH3:17])[CH2:8][CH:9]([CH3:11])[CH3:10])=[O:5])C.Br[Si](C)(C)C.FC(F)(F)C(O)=O>ClCCl>[O:31]=[C:26]1[NH:27][CH2:28][C:29](=[O:30])[N:25]1[CH2:24][P:4]([CH2:6][CH:7]([C:12](=[O:23])[NH:13][C@H:14]([C:19](=[O:22])[NH:20][CH3:21])[CH2:15][CH:16]([CH3:17])[CH3:18])[CH2:8][CH:9]([CH3:11])[CH3:10])(=[O:3])[OH:5]. Reported procedure: 60 mg (0.13 mmol) of [(2,5-dioxo-1-imidazolidinyl)methyl][(RS)-4-methyl-2-[[(S)-3-methyl-1-(methylcarbamoyl)butyl]carbamoyl]pentyl]phosphinic acid ethyl ester were dissolved in 1 ml of dichloromethane and the solution was stirred at room temperature for 3 hours in the presence of 1 ml of bromotrimethylsilane and 0.1 ml of trifluoroacetic acid. The solvent was removed by evaporation. The residue was treated three times with acetone/water (9:1) and the solvent was removed by evaporation each time....